Dataset: the Open Reaction Database (ORD), a public repository of structured organic reaction records. Task: describe an organic reaction: reactants, conditions, products, and yield The reactants are [N+](=O)([O-])C1=CC(=NC=C1)C(=O)N (4-Nitropicolinamide), [H][H] (hydrogen). The reagents and catalysts are [Pd] (Pd/C). Solvent: CO (MeOH). Yields the product NC1=CC(=NC=C1)C(=O)N (4-Aminopicolinamide). Isolated yield 87.0%. RXN SMILES: [N+:1]([C:4]1[CH:9]=[CH:8][N:7]=[C:6]([C:10]([NH2:12])=[O:11])[CH:5]=1)([O-])=O.[H][H]>CO.[Pd]>[NH2:1][C:4]1[CH:9]=[CH:8][N:7]=[C:6]([C:10]([NH2:12])=[O:11])[CH:5]=1. Procedure details: 99A was hydrogenated in MeOH with 10% Pd/C (40 mg) with a hydrogen balloon for 8 h. The Pd/C was removed by filtration. The filtrate was condensed to give 99B (80 mg, 87% yield). 1H NMR (400 MHz, Methanol-d4) δ ppm 6.65 (dd, J=5.71, 2.64 Hz, 1H) 7.27 (d, J=2.20 Hz, 1H) 8.03 (d, J=5.71 Hz, 1H). Starting materials: COc1ccc(CCNC(=O)C(=CO)c2ccc(C)cc2)cc1OC, CN(C)C=O, C#CCCl, [H-], [Na+], O. The product is C#CCOC=C(C(=O)NCCc1ccc(OC)c(OC)c1)c1ccc(C)cc1. Reaction SMILES: [CH3:1][O:2][c:3]1[cH:4][c:5]([CH2:11][CH2:12][NH:13][C:14]([C:15](=[CH:16][OH:17])[c:18]2[cH:19][cH:20][c:21]([CH3:24])[cH:22][cH:23]2)=[O:25])[cH:6][cH:7][c:8]1[O:9][CH3:10].[CH3:30][N:31]([CH3:32])[CH:33]=[O:34].[Cl:26][CH2:27][C:28]#[CH:29].[H-:35].[Na+:36].[OH2:37]>>[CH3:1][O:2][c:3]1[cH:4][c:5]([CH2:11][CH2:12][NH:13][C:14]([C:15](=[CH:16][O:17][CH2:29][C:28]#[CH:27])[c:18]2[cH:19][cH:20][c:21]([CH3:24])[cH:22][cH:23]2)=[O:25])[cH:6][cH:7][c:8]1[O:9][CH3:10]. Starting materials: CN(CC(=O)O)C(=O)OC(C)(C)C, CCN=C=NCCCN(C)C, ClCCl, CN(C)c1ccncc1, Cl, O=[N+]([O-])c1ccc(CO)cc1. The product is CN(CC(=O)OCc1ccc([N+](=O)[O-])cc1)C(=O)OC(C)(C)C. Reaction SMILES: [C:1]([CH3:2])([CH3:3])([CH3:4])[O:5][C:6](=[O:7])[N:8]([CH3:9])[CH2:10][C:11](=[O:12])[OH:13].[CH2:26]([N:27]=[C:28]=[N:29][CH2:30][CH2:31][CH2:32][N:33]([CH3:34])[CH3:35])[CH3:36].[CH2:37]([Cl:38])[Cl:39].[CH3:40][N:41]([CH3:42])[c:43]1[cH:44][cH:45][n:46][cH:47][cH:48]1.[ClH:25].[N+:14](=[O:15])([O-:16])[c:17]1[cH:18][cH:19][c:20]([CH2:21][OH:22])[cH:23][cH:24]1>>[C:1]([CH3:2])([CH3:3])([CH3:4])[O:5][C:6](=[O:7])[N:8]([CH3:9])[CH2:10][C:11]([O:12][CH2:21][c:20]1[cH:19][cH:18][c:17]([N+:14](=[O:15])[O-:16])[cH:24][cH:23]1)=[O:13]. Reactants: ClC1=C(COCCN(C(NC=2SC(=CN2)SCC(C(=O)O)(C)C)=O)[C@@H]2CC[C@H](CC2)C)C=CC=C1 (3-{2-[3-[2-(2-chloro-benzyloxy)-ethyl]-3-(trans-4-methyl-cyclohexyl)-ureido]-thiazol-5-ylsulfanyl}-2,2-dimethyl-propionic acid), NC=1SC(=CN1)SC1(CCC1)C(=O)O (1-(2-amino-thiazol-5-ylsulfanyl)-cyclobutanecarboxylic acid), C(C)OC(C(C)(C)SC1=CN=C(S1)N)=O (2-(2-amino-thiazol-5-ylsulfanyl)-2-methyl-propionic acid ethyl ester). Product: ClC1=C(COCCN(C(NC=2SC(=CN2)SC2(CCC2)C(=O)O)=O)[C@@H]2CC[C@H](CC2)C)C=CC=C1 (1-{2-[3-[2-(2-Chloro-benzyloxy)-ethyl]-3-(trans-4-methyl-cyclohexyl)-ureido]-thiazol-5-ylsulfanyl}-cyclobutanecarboxylic acid). RXN SMILES: [Cl:1][C:2]1[CH:35]=[CH:34][CH:33]=[CH:32][C:3]=1[CH2:4][O:5][CH2:6][CH2:7][N:8]([C@H:25]1[CH2:30][CH2:29][C@H:28]([CH3:31])[CH2:27][CH2:26]1)[C:9](=[O:24])NC1SC(SCC(C)(C)C(O)=O)=CN=1.[NH2:36][C:37]1[S:38][C:39]([S:42][C:43]2([C:47]([OH:49])=[O:48])[CH2:46][CH2:45][CH2:44]2)=[CH:40][N:41]=1.C(OC(=O)C(SC1SC(N)=NC=1)(C)C)C>>[Cl:1][C:2]1[CH:35]=[CH:34][CH:33]=[CH:32][C:3]=1[CH2:4][O:5][CH2:6][CH2:7][N:8]([C@H:25]1[CH2:30][CH2:29][C@H:28]([CH3:31])[CH2:27][CH2:26]1)[C:9](=[O:24])[NH:36][C:37]1[S:38][C:39]([S:42][C:43]2([C:47]([OH:49])=[O:48])[CH2:44][CH2:45][CH2:46]2)=[CH:40][N:41]=1. Procedure details: The compound was prepared following an analogous procedure to the one described for the synthesis of 3-{2-[3-[2-(2-chloro-benzyloxy)-ethyl]-3-(trans-4-methyl-cyclohexyl)-ureido]-thiazol-5-ylsulfanyl}-2,2-dimethyl-propionic acid using 1-(2-amino-thiazol-5-ylsulfanyl)-cyclobutanecarboxylic acid prepared using the procedure for the preparation of 2-(2-amino-thiazol-5-ylsulfanyl)-2-methyl-propionic acid ethyl ester. Starting materials: C(=O)C=1C=C(OCCCCC(=O)OCC)C=CC1[N+](=O)[O-] (ethyl 5-(3-formyl-4-nitrophenoxy)pentanoate), OC=1NC(CC1[P+](C1=CC=CC=C1)(C1=CC=CC=C1)C1=CC=CC=C1)=O ((4,5-di-hydro-2-hydroxy-5-oxo-1H-pyrrol-3-yl)triphenylphosphonium), [OH-] (hydroxide), salt. Solvent: C(C)O (ethanol). Yields the product O=C\1NC(C/C1=C\C=1C=C(OCCCCC(=O)OCC)C=CC1[N+](=O)[O-])=O ((E)-ethyl 5-[3-[(2,5-dioxo-3-pyrrolidinylidene)methyl]-4-nitrophenoxy]pentanoate). Isolated yield 61.0%. As a reaction SMILES: [CH:1]([C:3]1[CH:4]=[C:5]([CH:16]=[CH:17][C:18]=1[N+:19]([O-:21])=[O:20])[O:6][CH2:7][CH2:8][CH2:9][CH2:10][C:11]([O:13][CH2:14][CH3:15])=[O:12])=O.[OH:22][C:23]1[NH:24][C:25](=[O:47])[CH2:26][C:27]=1[P+](C1C=CC=CC=1)(C1C=CC=CC=1)C1C=CC=CC=1.[OH-]>C(O)C>[O:22]=[C:23]1[NH:24][C:25](=[O:47])[CH2:26]/[C:27]/1=[CH:1]\[C:3]1[CH:4]=[C:5]([CH:16]=[CH:17][C:18]=1[N+:19]([O-:21])=[O:20])[O:6][CH2:7][CH2:8][CH2:9][CH2:10][C:11]([O:13][CH2:14][CH3:15])=[O:12]. Procedure: A mixture of ethyl 5-(3-formyl-4-nitrophenoxy)pentanoate (0.60 mol) and (4,5-di-hydro-2-hydroxy-5-oxo-1H-pyrrol-3-yl)triphenylphosphonium, hydroxide, inner salt (0.57 mol) in ethanol (1500 ml) was stirred and refluxed for 1 hour. The solvent was removed. The residue was stirred in methylbenzene. The resulting precipitate was filtered off, washed with methylbenzene, 2,2'-oxybispropane and dried, yielding 137.3 g (61%) of (E)-ethyl 5-[3-[(2,5-dioxo-3-pyrrolidinylidene)methyl]-4-nitrophenoxy]pentan... The reactants are CO, CC(C)O, CCn1cc(-c2ccc(Cl)nc2)ccc1=O, NN, O. The product is CCn1cc(-c2ccc(NN)nc2)ccc1=O. RXN SMILES: [CH3:19][OH:20].[CH3:21][CH:22]([OH:23])[CH3:24].[Cl:1][c:2]1[cH:3][cH:4][c:5](-[c:8]2[cH:9][cH:10][c:11](=[O:16])[n:12]([CH2:14][CH3:15])[cH:13]2)[cH:6][n:7]1.[NH2:17][NH2:18].[OH2:25]>>[c:2]1([NH:17][NH2:18])[cH:3][cH:4][c:5](-[c:8]2[cH:9][cH:10][c:11](=[O:16])[n:12]([CH2:14][CH3:15])[cH:13]2)[cH:6][n:7]1.